Dataset: the Open Reaction Database (ORD), a public repository of structured organic reaction records. Task: describe an organic reaction: reactants, conditions, products, and yield Starting materials: aqueous solution, CN (methylamine), CN (methylamine), ClC1=C(C=NN1C1=CC=CC=C1)C(=O)OCC (5-chloro-1-phenyl-1H-pyrazole-4-carboxylic acid, ethyl ester), CN(C)C=O (DMF), [C-]#N.[Na+] (sodium cyanide). Solvent: O (water). Product: C(#N)C1=C(C=NN1C1=CC=CC=C1)C(=O)NC (5-cyano-1-phenyl-N-methyl-1H-pyrazole-4-carboxamide). RXN SMILES: Cl[C:2]1[N:6]([C:7]2[CH:12]=[CH:11][CH:10]=[CH:9][CH:8]=2)[N:5]=[CH:4][C:3]=1[C:13]([O:15]CC)=O.C[N:19]([CH:21]=O)C.[C-:23]#[N:24].[Na+].CN>O>[C:23]([C:2]1[N:6]([C:7]2[CH:8]=[CH:9][CH:10]=[CH:11][CH:12]=2)[N:5]=[CH:4][C:3]=1[C:13]([NH:19][CH3:21])=[O:15])#[N:24] |f:2.3|. Procedure details: A 250 ml round bottom flask fitted with a mechanical stirrer was charged with 25.0 g (0.1 mol) of 92.33% pure 5-chloro-1-phenyl-1H-pyrazole-4-carboxylic acid, ethyl ester and 60 ml of DMF. The mixture was stirred at room temperature for a short period and then 9.8 g (0.2 mol) of sodium cyanide was added. The resulting dark mixture was heated at approximately 100° C. for 6 hours and cooled to room temperature. The reaction mixture was stirred for approximately 12 hours at this temperature and the... Starting materials: CC1(OCCO1)C1=CC=C(O1)CN1N=C(C=C1)N (1-[5-(2-methyl-[1,3]dioxolan-2-yl)-furan-2-ylmethyl]-1H-pyrazol-3-ylamine), ClC=1C=C(C=CC1)C1=C(N=CO1)C(=O)O (5-(3-chloro-phenyl)-oxazole-4-carboxylic acid), 01b. The product is C(C)(=O)C1=CC=C(O1)CN1N=C(C=C1)NC(=O)C=1N=COC1C1=CC(=CC=C1)Cl (5-(3-Chloro-phenyl)-oxazole-4-carboxylic acid [1-(5-acetyl-furan-2-ylmethyl)-1H-pyrazol-3-yl]-amide). RXN SMILES: [CH3:1][C:2]1([C:7]2[O:11][C:10]([CH2:12][N:13]3[CH:17]=[CH:16][C:15]([NH2:18])=[N:14]3)=[CH:9][CH:8]=2)[O:6]CCO1.[Cl:19][C:20]1[CH:21]=[C:22]([C:26]2[O:30][CH:29]=[N:28][C:27]=2[C:31](O)=[O:32])[CH:23]=[CH:24][CH:25]=1>>[C:2]([C:7]1[O:11][C:10]([CH2:12][N:13]2[CH:17]=[CH:16][C:15]([NH:18][C:31]([C:27]3[N:28]=[CH:29][O:30][C:26]=3[C:22]3[CH:23]=[CH:24][CH:25]=[C:20]([Cl:19])[CH:21]=3)=[O:32])=[N:14]2)=[CH:9][CH:8]=1)(=[O:6])[CH3:1]. Procedure details: Following general procedure B followed by T, starting from 1-[5-(2-methyl-[1,3]dioxolan-2-yl)-furan-2-ylmethyl]-1H-pyrazol-3-ylamine and 5-(3-chloro-phenyl)-oxazole-4-carboxylic acid. LC-MS-conditions 01b: tR=1.0 min; [M+H]+=411.11. The reactants are CC=1C(=NC=C(C1)C)N1CCN(CC1)C(=O)C1=CC=C(C=C1)I ([4-(3,5-dimethylpyridin-2-yl)piperazin-1-yl](4-iodophenyl)methanone), CN(C(=O)N)C (1,1-dimethylurea). Yields the product CC=1C(=NC=C(C1)C)N1CCN(CC1)C(=O)C1=CC=C(C=C1)NC(N(C)C)=O (3-{4-[4-(3,5-dimethylpyridin-2-yl)piperazine-1-carbonyl]phenyl}-1,1-dimethylurea). The yield is 11.5%. As a reaction SMILES: [CH3:1][C:2]1[C:3]([N:9]2[CH2:14][CH2:13][N:12]([C:15]([C:17]3[CH:22]=[CH:21][C:20](I)=[CH:19][CH:18]=3)=[O:16])[CH2:11][CH2:10]2)=[N:4][CH:5]=[C:6]([CH3:8])[CH:7]=1.[CH3:24][N:25]([CH3:29])[C:26]([NH2:28])=[O:27]>>[CH3:1][C:2]1[C:3]([N:9]2[CH2:14][CH2:13][N:12]([C:15]([C:17]3[CH:22]=[CH:21][C:20]([NH:28][C:26](=[O:27])[N:25]([CH3:29])[CH3:24])=[CH:19][CH:18]=3)=[O:16])[CH2:11][CH2:10]2)=[N:4][CH:5]=[C:6]([CH3:8])[CH:7]=1. Reported procedure: Using [4-(3,5-dimethylpyridin-2-yl)piperazin-1-yl](4-iodophenyl)methanone (211 mg) described in Preparation Example 113 and 1,1-dimethylurea (66 mg) and by the reaction and treatment in the same manner as in Example 262, the title compound (22 mg) was obtained. Reactants: NCc1ccc(Cl)cc1, CCOC(=O)c1cnc2c(N)cc(CN3CCOCC3)cc2c1O, O. Product: Nc1cc(CN2CCOCC2)cc2c(O)c(C(=O)NCc3ccc(Cl)cc3)cnc12. RXN SMILES: [Cl:25][c:26]1[cH:27][cH:28][c:29]([CH2:30][NH2:31])[cH:32][cH:33]1.[NH2:1][c:2]1[cH:3][c:4]([CH2:18][N:19]2[CH2:20][CH2:21][O:22][CH2:23][CH2:24]2)[cH:5][c:6]2[c:7]([OH:17])[c:8]([C:12]([O:14][CH2:13][CH3:15])=[O:16])[cH:9][n:10][c:11]12.[OH2:34]>>[NH2:1][c:2]1[cH:3][c:4]([CH2:18][N:19]2[CH2:20][CH2:21][O:22][CH2:23][CH2:24]2)[cH:5][c:6]2[c:7]([OH:17])[c:8]([C:12](=[O:14])[NH:31][CH2:30][c:29]3[cH:28][cH:27][c:26]([Cl:25])[cH:33][cH:32]3)[cH:9][n:10][c:11]12.